Dataset: the Open Reaction Database (ORD), a public repository of structured organic reaction records. Task: describe an organic reaction: reactants, conditions, products, and yield Reaction SMILES: [CH2:1]([CH3:2])[N:3]([c:4]1[cH:5][cH:6][c:7]([S:10](=[O:11])(=[O:12])[N:13]2[C:14](=[O:18])[CH2:15][CH2:16][CH2:17]2)[cH:8][cH:9]1)[CH2:19][CH3:20].[CH3:21][O:22][c:23]1[cH:24][cH:25][c:26]([P:27]2(=[S:28])[S:29][P:31](=[S:32])([c:33]3[cH:34][cH:35][c:36]([O:37][CH3:38])[cH:39][cH:40]3)[S:30]2)[cH:41][cH:42]1.[CH3:43][c:44]1[cH:45][cH:46][cH:47][cH:48][cH:49]1>>[CH2:1]([CH3:2])[N:3]([c:4]1[cH:5][cH:6][c:7]([S:10](=[O:11])(=[O:12])[N:13]2[C:14](=[S:30])[CH2:15][CH2:16][CH2:17]2)[cH:8][cH:9]1)[CH2:19][CH3:20]. Reactants: CCN(CC)c1ccc(S(=O)(=O)N2CCCC2=O)cc1, COc1ccc(P2(=S)SP(=S)(c3ccc(OC)cc3)S2)cc1, Cc1ccccc1. The product is CCN(CC)c1ccc(S(=O)(=O)N2CCCC2=S)cc1.